Task: describe an organic reaction: reactants, conditions, products, and yield. Dataset: the Open Reaction Database (ORD), a public repository of structured organic reaction records The reactants are [BH3-]C#N, C=O, CC(=O)O, CO, O=C(NCc1ccc2c(c1)OCO2)c1cc([N+](=O)[O-])ccc1NC1CCNCC1, [Na+]. Product: CN1CCC(Nc2ccc([N+](=O)[O-])cc2C(=O)NCc2ccc3c(c2)OCO3)CC1. Reaction SMILES: [C:32]([BH3-:33])#[N:34].[CH2:30]=[O:31].[CH3:36][C:37](=[O:38])[OH:39].[CH3:40][OH:41].[N+:1](=[O:2])([O-:3])[c:4]1[cH:5][cH:6][c:7]([NH:23][CH:24]2[CH2:25][CH2:26][NH:27][CH2:28][CH2:29]2)[c:8]([C:9](=[O:10])[NH:11][CH2:12][c:13]2[cH:14][c:15]3[c:16]([cH:20][cH:21]2)[O:17][CH2:18][O:19]3)[cH:22]1.[Na+:35]>>[N+:1](=[O:2])([O-:3])[c:4]1[cH:5][cH:6][c:7]([NH:23][CH:24]2[CH2:25][CH2:26][N:27]([CH3:32])[CH2:28][CH2:29]2)[c:8]([C:9](=[O:10])[NH:11][CH2:12][c:13]2[cH:14][c:15]3[c:16]([cH:20][cH:21]2)[O:17][CH2:18][O:19]3)[cH:22]1. Starting materials: BrCC(=O)C1=CC(=CC=C1)F (2-bromo-1-(3-fluorophenyl)ethanone), [S-]C#N.[K+] (potassium thiocyanate), O (water). Run in C(C)O (ethanol). Yields the product FC=1C=C(C=CC1)C(CSC#N)=O (2-(3-Fluorophenyl)-2-oxoethyl thiocyanate). Yield: 74.2%. RXN SMILES: Br[CH2:2][C:3]([C:5]1[CH:10]=[CH:9][CH:8]=[C:7]([F:11])[CH:6]=1)=[O:4].[S-:12][C:13]#[N:14].[K+].O>C(O)C>[F:11][C:7]1[CH:6]=[C:5]([C:3](=[O:4])[CH2:2][S:12][C:13]#[N:14])[CH:10]=[CH:9][CH:8]=1 |f:1.2|. Procedure details: A solution of 2-bromo-1-(3-fluorophenyl)ethanone (1.00 g, 4.61 mmol) and potassium thiocyanate (448 mg, 4.61 mmol) in ethanol (10 ml) was stirred at 80° C. for 3 hours. After cooling to room temperature, water (12 ml) was poured into the reaction solution, and a crystal was separated by filtration, which was washed with 50% aqueous ethanol solution to give the desired product (668 mg, 74.3%) as a solid. Product: C(C)(C)(C)O[C@H](CO)C=1C(=C2C=CC(=NC2=CC1C)C=C)C1=CC=C(C=C1)Cl ((S)-2-tert-butoxy-2-(5-(4-chlorophenyl)-7-methyl-2-vinylquinolin-6-yl)ethanol). Reaction conditions: temperature 0 celsius, time 6 hour. Starting materials: OC(=O)C(F)(F)F.C(C(C)(C)C)(=O)OC[C@H](C=1C(=C2C=CC(=NC2=CC1C)C=C)C1=CC=C(C=C1)Cl)OC(C)(C)C ((S)-2-tert-butoxy-2-(5-(4-chlorophenyl)-7-methyl-2-vinylquinolin-6-yl)ethyl pivalate TFA salt), [OH-].[Na+] (NaOH). Reported procedure: To a stirred solution of (S)-2-tert-butoxy-2-(5-(4-chlorophenyl)-7-methyl-2-vinylquinolin-6-yl)ethyl pivalate TFA salt (14 mg, 0.024 mmol) in THF and methanol (3 mL/1 mL) was added 1 M NaOH solution (0.5 mL, excess). The mixture was stirred at 0° C. for 6 hours and diluted with water. The resulting mixture was extracted with ethyl acetate. The organic layer was washed with brine, dried and concentrated in vacuo. The obtained residue was used in the next reaction without purification. LCMS-ESI+ (... The solvent is C1CCOC1 (THF), CO (methanol), O (water). Reaction SMILES: OC(C(F)(F)F)=O.C([O:14][CH2:15][C@@H:16]([O:37][C:38]([CH3:41])([CH3:40])[CH3:39])[C:17]1[C:18]([C:30]2[CH:35]=[CH:34][C:33]([Cl:36])=[CH:32][CH:31]=2)=[C:19]2[C:24](=[CH:25][C:26]=1[CH3:27])[N:23]=[C:22]([CH:28]=[CH2:29])[CH:21]=[CH:20]2)(=O)C(C)(C)C.[OH-].[Na+]>C1COCC1.CO.O>[C:38]([O:37][C@@H:16]([C:17]1[C:18]([C:30]2[CH:31]=[CH:32][C:33]([Cl:36])=[CH:34][CH:35]=2)=[C:19]2[C:24](=[CH:25][C:26]=1[CH3:27])[N:23]=[C:22]([CH:28]=[CH2:29])[CH:21]=[CH:20]2)[CH2:15][OH:14])([CH3:39])([CH3:40])[CH3:41] |f:0.1,2.3|. Reactants: ClC1=NC(=CC(=C1)C1CCN(CC1)C1COC1)N1CC(C1)OC (2-chloro-6-(3-methoxyazetidin-1-yl)-4-(1-(oxetan-3-yl)piperidin-4-yl)pyridine), CC1(OB(OC1(C)C)C=1C=C(C(=NC1)N)C(F)(F)F)C (5-(4,4,5,5-tetramethyl-1,3,2-dioxaborolan-2-yl)-3-(trifluoromethyl)pyridin-2-amine), C([O-])([O-])=O.[Cs+].[Cs+] (cesium carbonate). Reagents/catalysts: C1=CC=C(C=C1)P([C-]2C=CC=C2)C3=CC=CC=C3.C1=CC=C(C=C1)P([C-]2C=CC=C2)C3=CC=CC=C3.Cl[Pd]Cl.[Fe+2] ([1,1′-bis(diphenylphosphino)ferrocene]dichloropalladium). Solvent: O1CCOCC1.O (dioxane H2O). Yields the product COC1CN(C1)C1=CC(=CC(=N1)C=1C=NC(=C(C1)C(F)(F)F)N)C1CCN(CC1)C1COC1 (6-(3-methoxyazetidin-1-yl)-4-(1-(oxetan-3-yl)piperidin-4-yl)-5′-(trifluoromethyl)-[2,3′-bipyridin]-6′-amine). Isolated yield 61.4%. Reaction SMILES: Cl[C:2]1[CH:7]=[C:6]([CH:8]2[CH2:13][CH2:12][N:11]([CH:14]3[CH2:17][O:16][CH2:15]3)[CH2:10][CH2:9]2)[CH:5]=[C:4]([N:18]2[CH2:21][CH:20]([O:22][CH3:23])[CH2:19]2)[N:3]=1.CC1(C)C(C)(C)OB([C:32]2[CH:33]=[C:34]([C:39]([F:42])([F:41])[F:40])[C:35]([NH2:38])=[N:36][CH:37]=2)O1.C(=O)([O-])[O-].[Cs+].[Cs+]>O1CCOCC1.O.C1C=CC(P(C2C=CC=CC=2)[C-]2C=CC=C2)=CC=1.C1C=CC(P(C2C=CC=CC=2)[C-]2C=CC=C2)=CC=1.Cl[Pd]Cl.[Fe+2]>[CH3:23][O:22][CH:20]1[CH2:21][N:18]([C:4]2[N:3]=[C:2]([C:32]3[CH:37]=[N:36][C:35]([NH2:38])=[C:34]([C:39]([F:42])([F:41])[F:40])[CH:33]=3)[CH:7]=[C:6]([CH:8]3[CH2:13][CH2:12][N:11]([CH:14]4[CH2:17][O:16][CH2:15]4)[CH2:10][CH2:9]3)[CH:5]=2)[CH2:19]1 |f:2.3.4,5.6,7.8.9.10|. Procedure: To a solution of 2-chloro-6-(3-methoxyazetidin-1-yl)-4-(1-(oxetan-3-yl)piperidin-4-yl)pyridine (80 mg, 0.24 mmol), 5-(4,4,5,5-tetramethyl-1,3,2-dioxaborolan-2-yl)-3-(trifluoromethyl)pyridin-2-amine (140 mg, 0.48 mmol) and cesium carbonate (160 mg, 0.48 mmol) in dioxane/H2O (5:1, 4 mL) was added [1,1′-bis(diphenylphosphino)ferrocene]dichloropalladium (II) (18 mg, 0.024 mmol) under nitrogen. The mixture was irradiated by microwave at 110° C. for 30 min. The reaction mixture was filtered, the filtr... Reactants: CC(C(=O)NC1=CC=C2C3C(COC2=C1C(=O)OC)C3)(C)C (Methyl (1aRS,7bSR)-5-(2,2-dimethylpropionylamino)-1,1a,2,7b-tetrahydrocyclopropa[c]chromene-4-carboxylate), CC(C(=O)NC1=CC=C2C3C(COC2=C1C(=O)OC)C3)(C)C (Methyl (1aRS,7bSR)-5-(2,2-dimethylpropionylamino)-1,1a,2,7b-tetrahydrocyclopropa[c]chromene-4-carboxylate). Reagents/catalysts: S(O)(O)(=O)=O (sulphuric acid), S(O)(O)(=O)=O (sulphuric acid). Solvent: CO (methanol). Conditions: time 24 hour. Product: NC1=CC=C2C3C(COC2=C1C(=O)OC)C3 (methyl (1aRS,7bSR)-5-amino-1,1a,2,7b-tetrahydrocyclopropa[c]chromene-4-carboxylate). The yield is 53.6%. Reaction SMILES: CC(C)(C)C([NH:5][C:6]1[C:15]([C:16]([O:18][CH3:19])=[O:17])=[C:14]2[C:9]([CH:10]3[CH2:20][CH:11]3[CH2:12][O:13]2)=[CH:8][CH:7]=1)=O>CO.S(=O)(=O)(O)O>[NH2:5][C:6]1[C:15]([C:16]([O:18][CH3:19])=[O:17])=[C:14]2[C:9]([CH:10]3[CH2:20][CH:11]3[CH2:12][O:13]2)=[CH:8][CH:7]=1. Procedure details: Methyl (1aRS,7bSR)-5-(2,2-dimethylpropionylamino)-1,1a,2,7b-tetrahydrocyclopropa[c]chromene-4-carboxylate (Intermediate 43, 0.310 g) was suspended in methanol (7.5 mL) and concentrated sulphuric acid (4 drops) was added. The reaction mixture was heated to reflux, under an atmosphere of nitrogen, for 36 hours. A further 2 drops of concentrated sulphuric acid was added and heating was continued for a further 24 hours. After cooling, the mixture was concentrated in vacuo and the residue was partiti... Reactants: CN(C=1C=C(C(=O)OC)C=C(C1)[N+](=O)[O-])S(=O)(=O)C (methyl 3-[methyl(methylsulfonyl)amino]-5-nitrobenzoate), CO (methanol). The reagents and catalysts are [Pd] (Pd/C). Solvent: C(C)(=O)OCC (ethyl acetate). Reaction conditions: time 1.5 hour. Product: NC=1C=C(C(=O)OC)C=C(C1)N(S(=O)(=O)C)C (Methyl 3-amino-5-[methyl(methylsulfonyl)amino]benzoate). The yield is 99.0%. Reaction SMILES: [CH3:1][N:2]([S:16]([CH3:19])(=[O:18])=[O:17])[C:3]1[CH:4]=[C:5]([CH:10]=[C:11]([N+:13]([O-])=O)[CH:12]=1)[C:6]([O:8][CH3:9])=[O:7].CO>[Pd].C(OCC)(=O)C>[NH2:13][C:11]1[CH:10]=[C:5]([CH:4]=[C:3]([N:2]([CH3:1])[S:16]([CH3:19])(=[O:18])=[O:17])[CH:12]=1)[C:6]([O:8][CH3:9])=[O:7]. Procedure details: A mixture of methyl 3-[methyl(methylsulfonyl)amino]-5-nitrobenzoate obtained in Reference Example 95.76 g (20 mmol), 10% Pd/C (50% wet) (1.50 g), methanol (80 mL) and ethyl acetate (80 mL) was stirred at room temperature under hydrogen atmosphere for 1.5 hours. The reaction solution was filtered on Celite and the solvent was evaporated to give 5.11 g (19.8 mmol) of the title compound (yield: 99%). Starting materials: CCCc1ccc(C2CCC(CCc3ccc(CO)cc3)CC2)cc1, ClCCl, C(=NC1CCCCC1)=NC1CCCCC1. Product: CCCc1ccc(C2CCC(CCc3ccc(C=O)cc3)CC2)cc1. RXN SMILES: [CH2:16]([CH2:17][CH3:18])[c:19]1[cH:20][cH:21][c:22]([CH:25]2[CH2:26][CH2:27][CH:28]([CH2:31][CH2:32][c:33]3[cH:34][cH:35][c:36]([CH2:37][OH:38])[cH:39][cH:40]3)[CH2:29][CH2:30]2)[cH:23][cH:24]1.[CH2:41]([Cl:42])[Cl:43].[CH:1]1([N:2]=[C:3]=[N:4][CH:5]2[CH2:6][CH2:7][CH2:8][CH2:9][CH2:10]2)[CH2:11][CH2:12][CH2:13][CH2:14][CH2:15]1>>[CH2:16]([CH2:17][CH3:18])[c:19]1[cH:20][cH:21][c:22]([CH:25]2[CH2:26][CH2:27][CH:28]([CH2:31][CH2:32][c:33]3[cH:34][cH:35][c:36]([CH:37]=[O:38])[cH:39][cH:40]3)[CH2:29][CH2:30]2)[cH:23][cH:24]1.